Task: describe an organic reaction: reactants, conditions, products, and yield. Dataset: the Open Reaction Database (ORD), a public repository of structured organic reaction records Reactants: CS(=O)(=O)C=1C=CC(=C(C(=O)O)C1)N1CCCC1 (5-Methanesulfonyl-2-pyrrolidin-1-yl-benzoic acid), ClC1=C(C(=O)O)C=C(C=C1)S(=O)(=O)C(C)C (2-Chloro-5-(propane-2-sulfonyl)-benzoic acid), N1CCCC1 (pyrrolidine). Yields the product C(CC)S(=O)(=O)C=1C=CC(=C(C(=O)O)C1)N1CCCC1 (5-(Propane-1-sulfonyl)-2-pyrrolidin-1-yl-benzoic acid). Yield: 63.0%. RXN SMILES: [CH3:1][S:2]([C:5]1[CH:6]=[CH:7][C:8]([N:14]2[CH2:18][CH2:17][CH2:16][CH2:15]2)=[C:9]([CH:13]=1)[C:10]([OH:12])=[O:11])(=[O:4])=[O:3].Cl[C:20]1C=CC(S(C(C)C)(=O)=O)=C[C:21]=1C(O)=O.N1CCCC1>>[CH2:1]([S:2]([C:5]1[CH:6]=[CH:7][C:8]([N:14]2[CH2:18][CH2:17][CH2:16][CH2:15]2)=[C:9]([CH:13]=1)[C:10]([OH:12])=[O:11])(=[O:4])=[O:3])[CH2:20][CH3:21]. Procedure: The title compound was synthesised according to the procedure described for the synthesis of 5-Methanesulfonyl-2-pyrrolidin-1-yl-benzoic acid from 2-Chloro-5-(propane-2-sulfonyl)-benzoic acid and pyrrolidine and obtained in 63% yield. MS (m/e): 296.2 (MH−, 100%). The reactants are O=C([O-])[O-], COCCOC, Cc1ccc(NC(=O)C2(c3ccc4c(c3)OC(F)(F)O4)CC2)nc1Cl, CC1(C)OB(c2ccc(C(O)(C(F)(F)F)C(F)(F)F)cc2)OC1(C)C, [Na+], [Na+], c1ccc(P(c2ccccc2)(c2ccccc2)[Pd](P(c2ccccc2)(c2ccccc2)c2ccccc2)(P(c2ccccc2)(c2ccccc2)c2ccccc2)P(c2ccccc2)(c2ccccc2)c2ccccc2)cc1. The product is Cc1ccc(NC(=O)C2(c3ccc4c(c3)OC(F)(F)O4)CC2)nc1-c1ccc(C(O)(C(F)(F)F)C(F)(F)F)cc1. Reaction SMILES: [C:57](=[O:58])([O-:59])[O-:60].[CH3:51][O:52][CH2:53][CH2:54][O:55][CH3:56].[Cl:26][c:27]1[c:28]([CH3:50])[cH:29][cH:30][c:31]([NH:33][C:34](=[O:35])[C:36]2([c:39]3[cH:40][c:41]4[c:42]([cH:48][cH:49]3)[O:43][C:44]([F:46])([F:47])[O:45]4)[CH2:37][CH2:38]2)[n:32]1.[F:1][C:2]([C:3]([C:4]([F:5])([F:6])[F:7])([OH:8])[c:9]1[cH:10][cH:11][c:12]([B:15]2[O:16][C:17]([CH3:18])([CH3:19])[C:20]([CH3:21])([CH3:22])[O:23]2)[cH:13][cH:14]1)([F:24])[F:25].[Na+:61].[Na+:62].[cH:63]1[cH:64][cH:65][c:66]([P:67]([Pd:68]([P:69]([c:70]2[cH:71][cH:72][cH:73][cH:74][cH:75]2)([c:76]2[cH:77][cH:78][cH:79][cH:80][cH:81]2)[c:82]2[cH:83][cH:84][cH:85][cH:86][cH:87]2)([P:88]([c:89]2[cH:90][cH:91][cH:92][cH:93][cH:94]2)([c:95]2[cH:96][cH:97][cH:98][cH:99][cH:100]2)[c:101]2[cH:102][cH:103][cH:104][cH:105][cH:106]2)[P:107]([c:108]2[cH:109][cH:110][cH:111][cH:112][cH:113]2)([c:114]2[cH:115][cH:116][cH:117][cH:118][cH:119]2)[c:120]2[cH:121][cH:122][cH:123][cH:124][cH:125]2)([c:126]2[cH:127][cH:128][cH:129][cH:130][cH:131]2)[c:132]2[cH:133][cH:134][cH:135][cH:136][cH:137]2)[cH:138][cH:139]1>>[F:1][C:2]([C:3]([C:4]([F:5])([F:6])[F:7])([OH:8])[c:9]1[cH:10][cH:11][c:12](-[c:27]2[c:28]([CH3:50])[cH:29][cH:30][c:31]([NH:33][C:34](=[O:35])[C:36]3([c:39]4[cH:40][c:41]5[c:42]([cH:48][cH:49]4)[O:43][C:44]([F:46])([F:47])[O:45]5)[CH2:37][CH2:38]3)[n:32]2)[cH:13][cH:14]1)([F:24])[F:25].